From a dataset of the Open Reaction Database (ORD), a public repository of structured organic reaction records. describe an organic reaction: reactants, conditions, products, and yield Reactants: O (Water), NC=1SC2=C(N1)C=CC=C2 (2-amino-1,3-benzothiazole), N,N′-carbonyldiimidazole, C1CCOC1 (THF), C(C)(C)(C)OC(=O)NC1=C(C=CC=C1)NC(=O)C1=NC=C(C=C1)CNCCCN(C)C (N-(2-t-butoxycarbonylaminophenyl)-5-(3-dimethylaminopropylaminomethyl)pyridine-2-carboxylic acid amide). Reaction conditions: time 2 hour. The product is S1C(=NC2=C1C=CC=C2)NC(N(CCCN(C)C)CC=2C=CC(=NC2)C(=O)NC2=C(C=CC=C2)NC(=O)OC(C)(C)C)=O (5-[3-(1,3-Benzothiazol-2-yl)-1-(3-dimethylaminopropyl)ureidomethyl]-N-(2-t-butoxycarbonylaminophenyl)pyridine-2-carboxylic acid amide). Reaction SMILES: [NH2:1][C:2]1[S:3][C:4]2[CH:10]=[CH:9][CH:8]=[CH:7][C:5]=2[N:6]=1.[C:11]([O:15][C:16]([NH:18][C:19]1[CH:24]=[CH:23][CH:22]=[CH:21][C:20]=1[NH:25][C:26]([C:28]1[CH:33]=[CH:32][C:31]([CH2:34][NH:35][CH2:36][CH2:37][CH2:38][N:39]([CH3:41])[CH3:40])=[CH:30][N:29]=1)=[O:27])=[O:17])([CH3:14])([CH3:13])[CH3:12].O.C1C[O:46][CH2:45]C1>>[S:3]1[C:4]2[CH:10]=[CH:9][CH:8]=[CH:7][C:5]=2[N:6]=[C:2]1[NH:1][C:45](=[O:46])[N:35]([CH2:34][C:31]1[CH:32]=[CH:33][C:28]([C:26]([NH:25][C:20]2[CH:21]=[CH:22][CH:23]=[CH:24][C:19]=2[NH:18][C:16]([O:15][C:11]([CH3:14])([CH3:13])[CH3:12])=[O:17])=[O:27])=[N:29][CH:30]=1)[CH2:36][CH2:37][CH2:38][N:39]([CH3:41])[CH3:40]. Reported procedure: Under ice cooling, 2-amino-1,3-benzothiazole (100 mg, 0.60 mmol) was added to a solution of N,N′-carbonyldiimidazole (98 mg, 0.60 mmol) in THF (3.0 mL), and then the reaction mixture was stirred for 2 hours. N-(2-t-butoxycarbonylaminophenyl)-5-(3-dimethylaminopropylaminomethyl)pyridine-2-carboxylic acid amide (Reference Compound No. 5-1, 90 mg, 0.20 mmol) was added thereto, and then the reaction mixture was stirred at 60° C. for 3 hours. Water (30 mL) was added thereto, the whole was extracted w... Starting materials: O=C1Cc2ccccc2N1c1c(Cl)cccc1Cl, O=[N+]([O-])O, O=S(=O)(O)O. The product is O=C1Cc2cc([N+](=O)[O-])ccc2N1c1c(Cl)cccc1Cl. Reaction SMILES: [Cl:1][c:2]1[c:3]([N:9]2[C:10](=[O:18])[CH2:11][c:12]3[cH:13][cH:14][cH:15][cH:16][c:17]32)[c:4]([Cl:8])[cH:5][cH:6][cH:7]1.[OH:19][N+:20]([O-:21])=[O:22].[S:23](=[O:24])(=[O:25])([OH:26])[OH:27]>>[Cl:1][c:2]1[c:3]([N:9]2[C:10](=[O:18])[CH2:11][c:12]3[cH:13][c:14]([N+:20](=[O:19])[O-:21])[cH:15][cH:16][c:17]32)[c:4]([Cl:8])[cH:5][cH:6][cH:7]1. The reactants are C(=O)O (formic acid), C(C)(=O)OC(C)=O (acetic anhydride), CN(C=O)C (N,N-dimethylformamide), NC(COC1=NOC2=C1C=C(C=C2)Cl)COC (3-(2-amino-3-methoxypropoxy)-5-chloro-1,2-benzoisoxazole). Solvent: C(C)(=O)OCC (ethyl acetate), O (water). Product: ClC=1C=CC2=C(C(=NO2)OCC(COC)NC=O)C1 (5-chloro-3-(2-formylamino-3-methoxypropoxy)-1,2-benzoisoxazole). RXN SMILES: [CH:1]([OH:3])=O.C(OC(=O)C)(=O)C.CN(C)C=O.[NH2:16][CH:17]([CH2:30][O:31][CH3:32])[CH2:18][O:19][C:20]1[C:24]2[CH:25]=[C:26]([Cl:29])[CH:27]=[CH:28][C:23]=2[O:22][N:21]=1>C(OCC)(=O)C.O>[Cl:29][C:26]1[CH:27]=[CH:28][C:23]2[O:22][N:21]=[C:20]([O:19][CH2:18][CH:17]([NH:16][CH:1]=[O:3])[CH2:30][O:31][CH3:32])[C:24]=2[CH:25]=1. Reported procedure: To 0.29 ml of formic acid is added 0.74 ml of acetic anhydride, and they are subjected to reaction at 40° C. for one hour. To the reaction mixture are added 5 ml of N,N-dimethylformamide and 1.00 g of 3-(2-amino-3-methoxypropoxy)-5-chloro-1,2-benzoisoxazole, and they are subjected to reaction at the same temperature for one hour. To the reaction mixture are added water and ethyl acetate, and after shaking, the organic layer is separated. Water is added again to the separated organic layer and th... Reactants: O=C(Cl)OCc1ccccc1, CC(C)(C)OC(=O)N1CCC(N)C(C)(C)C1, [Na+], O=C([O-])O, C1CCOC1, O. Product: CC(C)(C)OC(=O)N1CCC(NC(=O)OCc2ccccc2)C(C)(C)C1. RXN SMILES: [Cl:1][C:2](=[O:3])[O:4][CH2:5][c:6]1[cH:7][cH:8][cH:9][cH:10][cH:11]1.[NH2:12][CH:13]1[C:14]([CH3:26])([CH3:27])[CH2:15][N:16]([C:19](=[O:20])[O:21][C:22]([CH3:23])([CH3:24])[CH3:25])[CH2:17][CH2:18]1.[Na+:32].[O-:28][C:29]([OH:30])=[O:31].[O:33]1[CH2:34][CH2:35][CH2:36][CH2:37]1.[OH2:38]>>[C:2](=[O:3])([O:4][CH2:5][c:6]1[cH:7][cH:8][cH:9][cH:10][cH:11]1)[NH:12][CH:13]1[C:14]([CH3:26])([CH3:27])[CH2:15][N:16]([C:19](=[O:20])[O:21][C:22]([CH3:23])([CH3:24])[CH3:25])[CH2:17][CH2:18]1. Run in N1=CC=CC=C1 (pyridine), N1=CC=CC=C1 (pyridine). Product: CN(C(=O)NC1=CC=C(C=C1)OC1=C(C=C(C=C1)C(F)(F)F)Cl)C (N,N-dimethyl-N'-[4-(2-chloro-4-trifluoromethylphenoxy)-phenyl]-urea). Isolated yield 80.8%. Starting materials: Cl (hydrochloric acid), CN(C(=O)Cl)C (dimethylcarbamic acid chloride), ClC1=C(OC2=CC=C(N)C=C2)C=CC(=C1)C(F)(F)F (4-(2-chloro-4-trifluoromethyl-phenoxy)-aniline), O (water). Procedure: 13 g (0.14 mole) of dimethylcarbamic acid chloride were added dropwise to 29 g (0.1 mole) of 4-(2-chloro-4-trifluoromethyl-phenoxy)-aniline, dissolved in 50 ml of pyridine, at 0° C. The mixture was warmed to 70°-75° C for half an hour, the bulk of the pyridine was stripped off in vacuo and the residue was poured into water and acidified with dilute hydrochloric acid. The precipitate was filtered off, dried and recrystallized from toluene. 29 g (89% of theory) of N,N-dimethyl-N'-[4-(2-chloro-4-tr... Reaction SMILES: [CH3:1][N:2]([CH3:6])[C:3](Cl)=[O:4].[Cl:7][C:8]1[CH:21]=[C:20]([C:22]([F:25])([F:24])[F:23])[CH:19]=[CH:18][C:9]=1[O:10][C:11]1[CH:17]=[CH:16][C:14]([NH2:15])=[CH:13][CH:12]=1.O.Cl>N1C=CC=CC=1>[CH3:1][N:2]([CH3:6])[C:3]([NH:15][C:14]1[CH:13]=[CH:12][C:11]([O:10][C:9]2[CH:18]=[CH:19][C:20]([C:22]([F:23])([F:24])[F:25])=[CH:21][C:8]=2[Cl:7])=[CH:17][CH:16]=1)=[O:4]. Reactants: CCOC(=O)CCCBr, CCOC(=O)CCCc1c[nH]c2c(Br)cccc12, O=C([O-])[O-], CS(C)=O, [Cs+], [Cs+], O. Reaction SMILES: [Br:19][CH2:20][CH2:21][CH2:22][C:23](=[O:24])[O:25][CH2:26][CH3:27].[Br:1][c:2]1[cH:3][cH:4][cH:5][c:6]2[c:7]([CH2:11][CH2:12][CH2:13][C:14](=[O:15])[O:16][CH2:17][CH3:18])[cH:8][nH:9][c:10]12.[C:28](=[O:29])([O-:30])[O-:31].[CH3:35][S:36]([CH3:37])=[O:38].[Cs+:32].[Cs+:33].[OH2:34]>>[Br:1][c:2]1[cH:3][cH:4][cH:5][c:6]2[c:7]([CH2:11][CH2:12][CH2:13][C:14](=[O:15])[O:16][CH2:17][CH3:18])[cH:8][n:9]([CH2:20][CH2:21][CH2:22][C:23](=[O:24])[O:25][CH2:26][CH3:27])[c:10]12. Product: CCOC(=O)CCCc1cn(CCCC(=O)OCC)c2c(Br)cccc12. The reactants are N[C@@H](C(=O)N1CCC(CC1)C1=C(C=CC=C1)NS(=O)(=O)C)CC1=CC=C(C=C1)Cl ((2R)-2-amino-3-(4-chlorophenyl)-1-(4-{2-[(methylsulfonyl)-amino]phenyl}piperidyl)propan-1-one), C1=CC2=C(N=C1)N(N=N2)O (HOAT), C(CCl)Cl (EDC), CCN(C(C)C)C(C)C (DIEA), C(=O)(OC(C)(C)C)N[C@H]1C[C@H](CC1)C(=O)O ((+)-(1R, 3S)—N-Boc-aminocyclopentane-3-carboxylic acid). Solvent: CN(C)C=O (DMF). Yields the product ClC1=CC=C(C=C1)C[C@H](C(=O)N1CCC(CC1)C1=C(C=CC=C1)NS(=O)(=O)C)NC(=O)[C@H]1C[C@H](CC1)NC(=O)OC(C)(C)C (N-[(1R)-1-[(4-chlorophenyl)methyl]-2-(4-{2-[(methylsulfonyl)amino]phenyl}-piperidyl)-2-oxoethyl]-{(3S, 1R)-3-[(tert-butoxy)carbonylamino]-cyclopentyl}-carboxamide). Yield: 65.0%. As a reaction SMILES: [NH2:1][C@H:2]([CH2:22][C:23]1[CH:28]=[CH:27][C:26]([Cl:29])=[CH:25][CH:24]=1)[C:3]([N:5]1[CH2:10][CH2:9][CH:8]([C:11]2[CH:16]=[CH:15][CH:14]=[CH:13][C:12]=2[NH:17][S:18]([CH3:21])(=[O:20])=[O:19])[CH2:7][CH2:6]1)=[O:4].CCN(C(C)C)C(C)C.[C:39]([NH:46][C@@H:47]1[CH2:51][CH2:50][C@H:49]([C:52](O)=[O:53])[CH2:48]1)([O:41][C:42]([CH3:45])([CH3:44])[CH3:43])=[O:40].C1C=NC2N(O)N=NC=2C=1.C(Cl)CCl>CN(C=O)C>[Cl:29][C:26]1[CH:25]=[CH:24][C:23]([CH2:22][C@@H:2]([NH:1][C:52]([C@@H:49]2[CH2:50][CH2:51][C@H:47]([NH:46][C:39]([O:41][C:42]([CH3:45])([CH3:44])[CH3:43])=[O:40])[CH2:48]2)=[O:53])[C:3]([N:5]2[CH2:10][CH2:9][CH:8]([C:11]3[CH:16]=[CH:15][CH:14]=[CH:13][C:12]=3[NH:17][S:18]([CH3:21])(=[O:19])=[O:20])[CH2:7][CH2:6]2)=[O:4])=[CH:28][CH:27]=1. Reported procedure: The title compound was prepared according to the procedure described in Example 1, Step (f) using (2R)-2-amino-3-(4-chlorophenyl)-1-(4-{2-[(methylsulfonyl)-amino]phenyl}piperidyl)propan-1-one (Example 1, Step g) (471 mg, 1.0 mmol), DIEA (Aldrich) (0.20 mL, 1.0 mmol), (+)-(1R, 3S)—N-Boc-aminocyclopentane-3-carboxylic acid (PepTech Corporation) (344 mg, 1.5 mmol), HOAT (Aldrich) (232 mg, 1.70 mmol) and EDC (Aldrich) (544, 2.84 mmol) in DMF (10 mL). Purification by silica gel chromatography (100% E... The reactants are ClC=1C2=C(SC1C(=O)N[C@@H](C(=O)O)CC1=CC=CC=C1)C=C(C=C2)C(F)(F)F ((R)-2-(3-chloro-6-(trifluoromethyl)benzo[b]thiophene-2-carboxamido)-3-phenylpropanoic acid), C(C)(C)(C)OC([C@@H](N)CC1=CC=CC=C1)=O ((S)-phenylalanine tert-butyl ester). Yields the product ClC=1C2=C(SC1C(=O)N[C@H](C(=O)O)CC1=CC=CC=C1)C=C(C=C2)C(F)(F)F ((S)-2-(3-chloro-6-(trifluoromethyl)benzo[b]thiophene-2-carboxamido)-3-phenylpropanoic acid). The yield is 93.1%. As a reaction SMILES: [Cl:1][C:2]1[C:3]2[CH:24]=[CH:23][C:22]([C:25]([F:28])([F:27])[F:26])=[CH:21][C:4]=2[S:5][C:6]=1[C:7]([NH:9][C@H:10]([CH2:14][C:15]1[CH:20]=[CH:19][CH:18]=[CH:17][CH:16]=1)[C:11]([OH:13])=[O:12])=[O:8].C(OC(=O)[C@H](CC1C=CC=CC=1)N)(C)(C)C>>[Cl:1][C:2]1[C:3]2[CH:24]=[CH:23][C:22]([C:25]([F:28])([F:26])[F:27])=[CH:21][C:4]=2[S:5][C:6]=1[C:7]([NH:9][C@@H:10]([CH2:14][C:15]1[CH:20]=[CH:19][CH:18]=[CH:17][CH:16]=1)[C:11]([OH:13])=[O:12])=[O:8]. Procedure details: Following the 5a synthetic method, using B1 (55.33 mg, 0.25 mmol) instead of A1 gave 5b as a yellow powder (99.57 mg, 93.1%). [α]D25: +24.7 (c=0.36, CHCl3); 1H-NMR (300 MHz, CDCl3): δ 8.09 (s, 1H), 7.90 (d, J=8.7 Hz, 1H), 7.69-7.61 (m, 2H), 7.36-7.25 (m, 5H), 7.04 (s, 1H), 5.15-5.13 (m, 1H), 3.44-3.29 (m, 2H); 13C NMR (300 MHz, CDCl3): δ 175.32, 160.09, 139.05, 137.72, 135.22, 135.18, 129.87, 129.45, 128.83, 127.53, 125.62, 123.85, 122.14, 120.43, 120.37, 119.48, 54.20, 37.26, 29.70; HRMS (ESI):...